From a dataset of the Open Reaction Database (ORD), a public repository of structured organic reaction records. describe an organic reaction: reactants, conditions, products, and yield Reactants: Cc1noc(C)c1N=C=O, CCC(CC)C(=O)N(c1ccccc1)C1CCN(c2ccc(N)cc2F)CC1. The product is CCC(CC)C(=O)N(c1ccccc1)C1CCN(c2ccc(NC(=O)Nc3c(C)noc3C)cc2F)CC1. RXN SMILES: [N:29](=[C:30]=[O:31])[c:32]1[c:33]([CH3:38])[n:34][o:35][c:36]1[CH3:37].[NH2:1][c:2]1[cH:3][c:4]([F:28])[c:5]([N:8]2[CH2:9][CH2:10][CH:11]([N:14]([C:15]([CH:16]([CH2:17][CH3:18])[CH2:19][CH3:20])=[O:21])[c:22]3[cH:23][cH:24][cH:25][cH:26][cH:27]3)[CH2:12][CH2:13]2)[cH:6][cH:7]1>>[NH:1]([c:2]1[cH:3][c:4]([F:28])[c:5]([N:8]2[CH2:9][CH2:10][CH:11]([N:14]([C:15]([CH:16]([CH2:17][CH3:18])[CH2:19][CH3:20])=[O:21])[c:22]3[cH:23][cH:24][cH:25][cH:26][cH:27]3)[CH2:12][CH2:13]2)[cH:6][cH:7]1)[C:30]([NH:29][c:32]1[c:33]([CH3:38])[n:34][o:35][c:36]1[CH3:37])=[O:31]. Starting materials: CC(C)(C)[O-], Cc1ccc(NC(=O)c2ccnc(N3CCOCC3)c2)cc1Nc1ccnc(Cl)n1, [K+], CN1CCC(O)CC1. Product: Cc1ccc(NC(=O)c2ccnc(N3CCOCC3)c2)cc1Nc1ccnc(OC2CCN(C)CC2)n1. Reaction SMILES: [CH3:39][C:40]([CH3:41])([O-:42])[CH3:43].[Cl:1][c:2]1[n:3][cH:4][cH:5][c:6]([NH:8][c:9]2[c:10]([CH3:30])[cH:11][cH:12][c:13]([NH:15][C:16](=[O:17])[c:18]3[cH:19][c:20]([N:24]4[CH2:25][CH2:26][O:27][CH2:28][CH2:29]4)[n:21][cH:22][cH:23]3)[cH:14]2)[n:7]1.[K+:44].[OH:31][CH:32]1[CH2:33][CH2:34][N:35]([CH3:38])[CH2:36][CH2:37]1>>[c:2]1([O:31][CH:32]2[CH2:33][CH2:34][N:35]([CH3:38])[CH2:36][CH2:37]2)[n:3][cH:4][cH:5][c:6]([NH:8][c:9]2[c:10]([CH3:30])[cH:11][cH:12][c:13]([NH:15][C:16](=[O:17])[c:18]3[cH:19][c:20]([N:24]4[CH2:25][CH2:26][O:27][CH2:28][CH2:29]4)[n:21][cH:22][cH:23]3)[cH:14]2)[n:7]1. Reactants: FC=1C(=CC(=C(C(=O)OC)C1)OC)O (methyl 5-fluoro-4-hydroxy-2-methoxybenzoate), C(=O)(OC(C)(C)C)N1CCC(CC1)O (N-Boc-4-piperidinol). Run in hexanes, CCOC(=O)C (EtOAc). Yields the product C(C)(C)(C)OC(=O)N1CCC(CC1)OC1=CC(=C(C(=O)OC)C=C1F)OC (Methyl 4-(N-t-butyloxycarbonyl-4-piperidinyloxy)-5-fluoro-2-methoxybenzoate). Reaction SMILES: [F:1][C:2]1[C:3]([OH:14])=[CH:4][C:5]([O:12][CH3:13])=[C:6]([CH:11]=1)[C:7]([O:9][CH3:10])=[O:8].[C:15]([N:22]1[CH2:27][CH2:26][CH:25](O)[CH2:24][CH2:23]1)([O:17][C:18]([CH3:21])([CH3:20])[CH3:19])=[O:16]>CCOC(C)=O>[C:18]([O:17][C:15]([N:22]1[CH2:27][CH2:26][CH:25]([O:14][C:3]2[C:2]([F:1])=[CH:11][C:6]([C:7]([O:9][CH3:10])=[O:8])=[C:5]([O:12][CH3:13])[CH:4]=2)[CH2:24][CH2:23]1)=[O:16])([CH3:21])([CH3:19])[CH3:20]. Procedure details: Methyl 5-fluoro-4-hydroxy-2-methoxybenzoate from step 4 above was coupled to N-Boc-4-piperidinol using Mitsunobu conditions as given in step 4 of Example 1. Methyl 4-(N-t-butyloxycarbonyl-4-piperidinyloxy)-5-fluoro-2-methoxybenzoate was obtained as a gum (TLC Rf = 0.19 (3:7 EtOAc:hexanes); HPLC (method A) retention time= 9.9 min). Starting materials: C1(=CC=CC=C1)CCCN (3-phenylpropan-1-amine), O1CC(CC1)C(=O)O (tetrahydrofuran-3-carboxylic acid), C1N(CC2=CC=CC=C12)C(=O)NC1=CC=C(C(=O)O)C=C1 (4-(isoindoline-2-carboxamido)benzoic acid). The product is O1CC(CC1)C(=O)N1CCC(CC1)C1=CC=C(C=C1)NC(=O)N1CC2=CC=CC=C2C1 (N-{4-[1-(tetrahydrofuran-3-ylcarbonyl)piperidin-4-yl]phenyl}-1,3-dihydro-2H-isoindole-2-carboxamide). Reaction SMILES: [C:1]1([CH2:7][CH2:8][CH2:9][NH2:10])[CH:6]=CC=CC=1.[O:11]1[CH2:15][CH2:14][CH:13]([C:16](O)=[O:17])[CH2:12]1.[CH2:19]1[C:27]2[C:22](=[CH:23][CH:24]=[CH:25][CH:26]=2)[CH2:21][N:20]1[C:28]([NH:30][C:31]1[CH:39]=[CH:38][C:34](C(O)=O)=[CH:33][CH:32]=1)=[O:29]>>[O:11]1[CH2:15][CH2:14][CH:13]([C:16]([N:10]2[CH2:6][CH2:1][CH:7]([C:34]3[CH:38]=[CH:39][C:31]([NH:30][C:28]([N:20]4[CH2:19][C:27]5[C:22](=[CH:23][CH:24]=[CH:25][CH:26]=5)[CH2:21]4)=[O:29])=[CH:32][CH:33]=3)[CH2:8][CH2:9]2)=[O:17])[CH2:12]1. Reported procedure: The title compound was prepared as described in Example 1C, substituting N-(4-(piperidin-4-yl)phenyl)isoindoline-2-carboxamide for 3-phenylpropan-1-amine and tetrahydrofuran-3-carboxylic acid for 4-(isoindoline-2-carboxamido)benzoic acid. 1H NMR (400 MHz, DMSO-d6) δ ppm 8.26 (s, 1H), 7.46 (m, 2H), 7.31 (m, 4H), 7.12 (m, 2H), 4.74 (bs, 4H), 4.53 (m, 1H), 4.05 (m, 1H), 3.87 (m, 1H), 3.70 (m, 3H), 3.36 (m, 2H), 3.12 (m, 1H), 2.75-2.58 (m, 1H), 2.01 (m, 2H), 1.76 (m, 2H), 1.45 (m, 2H); MS (ESI(+)) m... The reactants are C(C1=CC=CC=C1)OC1=CC=C(C=C1)N(C(=O)NC1=CC=C(C=C1)OCCN(C)C)CC(OC)OC (1-(4-benzyloxyphenyl)-1-(2,2-dimethoxyethyl)-3-[4-(2-dimethylaminoethoxy)phenyl]urea). Reagents/catalysts: [Pd] (palladium). Solvent: C(C)O (ethanol). Conditions: time 5 hour. Yields the product CN(CCOC1=CC=C(C=C1)N1C(N(C=C1)C1=CC=C(C=C1)O)=O)C (1-[4-(2-Dimethylaminoethoxy)phenyl]-3-(4-hydroxyphenyl)-1,3-dihydroimidazol-2-one). Reaction SMILES: C([O:8][C:9]1[CH:14]=[CH:13][C:12]([N:15]([CH2:31][CH:32](OC)OC)[C:16]([NH:18][C:19]2[CH:24]=[CH:23][C:22]([O:25][CH2:26][CH2:27][N:28]([CH3:30])[CH3:29])=[CH:21][CH:20]=2)=[O:17])=[CH:11][CH:10]=1)C1C=CC=CC=1>[Pd].C(O)C>[CH3:29][N:28]([CH3:30])[CH2:27][CH2:26][O:25][C:22]1[CH:21]=[CH:20][C:19]([N:18]2[CH:32]=[CH:31][N:15]([C:12]3[CH:13]=[CH:14][C:9]([OH:8])=[CH:10][CH:11]=3)[C:16]2=[O:17])=[CH:24][CH:23]=1. Procedure details: A suspension of 1-(4-benzyloxyphenyl)-1-(2,2-dimethoxyethyl)-3-[4-(2-dimethylaminoethoxy)phenyl]urea (4.9 g), palladium (10% on carbon, 1.0 g) and ethanol (40 mL) was stirred under hydrogen for 5 hours. The catalyst was filtered off and the filtrate was concentrated. The residue was taken up in trifluoroacetic acid (20 mL) and the solution was stirred for 48 hours. The reaction mixture was diluted with dichloromethane and washed with saturated sodium bicarbonate solution. The organic phase was d... Starting materials: C(C)(C)OC(NCC1=C(C=C(C(=C1)I)NS(=O)(=O)C)Cl)=O ((2-chloro-5-iodo-4-methanesulfonylamino-benzyl)-carbamic acid isopropyl ester). Reagents/catalysts: C(=O)(C(F)(F)F)O (CF3COOH). The solvent is C(Cl)Cl (methylenechloride). Run at time 12 hour. The product is NCC1=CC(=C(C=C1Cl)NS(=O)(=O)C)I (N-(4-aminomethyl-5-chloro-2-Iodophenyl)methanesulfonamide). The yield is 128.7%. Reaction SMILES: C(OC(=O)[NH:6][CH2:7][C:8]1[CH:13]=[C:12]([I:14])[C:11]([NH:15][S:16]([CH3:19])(=[O:18])=[O:17])=[CH:10][C:9]=1[Cl:20])(C)C>C(Cl)Cl.C(O)(C(F)(F)F)=O>[NH2:6][CH2:7][C:8]1[C:9]([Cl:20])=[CH:10][C:11]([NH:15][S:16]([CH3:19])(=[O:18])=[O:17])=[C:12]([I:14])[CH:13]=1. Procedure details: (2-chloro-5-iodo-4-methanesulfonylamino-benzyl)-carbamic acid isopropyl ester (100 mg, 0.22 mmol) was put into a dried 25 ml of round-bottom flask and dissolved in methylenechloride. To the solution were added 5-6 drops of CF3COOH and stirred for 12 hours. After confirming the completion of the reaction with TLC, the resulting solution was concentrated under reduced pressure using toluene to yield a brown syrup (102.1 mg, 130.48%).